From a dataset of the Open Reaction Database (ORD), a public repository of structured organic reaction records. describe an organic reaction: reactants, conditions, products, and yield The reactants are C(C)C=1C=C(C=CC1C1=CC(SCC1)=O)N1C(O[C@H](C1)CNC(C)=O)=O (N-((5S)-3-(3-ethyl-4-(2-oxo-5,6-dihydrothiapyran-4-yl)phenyl)-2-oxooxazolidin-5-ylmethyl)acetamide), OC=1C=C(C=CC1C1=CC(NCC1)=O)N1C(O[C@H](C1)CNC(C)=O)=O (N-((5S)-3-(3-hydroxy-4-(2-oxo-1,2,5,6-tetrahydropyrid-4-yl)phenyl)-2-oxooxazolidin-5-ylmethyl)acetamide). Product: O=C1OCCC(=C1)C1=CC=C(C=C1)N1C(O[C@H](C1)CNC(C)=O)=O (N-((5S)-3-(4-(2-oxo-5,6-dihydropyran-4-yl)phenyl)-2-oxooxazolidin-5-ylmethyl)acetamide). RXN SMILES: C([C:3]1[CH:4]=[C:5]([N:16]2[CH2:20][C@H:19]([CH2:21][NH:22][C:23](=[O:25])[CH3:24])[O:18][C:17]2=[O:26])[CH:6]=[CH:7][C:8]=1[C:9]1[CH2:14][CH2:13]S[C:11](=[O:15])[CH:10]=1)C.[OH:27]C1C=C(N2C[C@H](CNC(=O)C)OC2=O)C=CC=1C1CCNC(=O)C=1>>[O:27]=[C:11]1[CH:10]=[C:9]([C:8]2[CH:3]=[CH:4][C:5]([N:16]3[CH2:20][C@H:19]([CH2:21][NH:22][C:23](=[O:25])[CH3:24])[O:18][C:17]3=[O:26])=[CH:6][CH:7]=2)[CH2:14][CH2:13][O:15]1. Reported procedure: N-((5S)-3-(3-ethyl-4-(2-oxo-5,6-dihydrothiapyran-4-yl)phenyl)-2-oxooxazolidin-5-ylmethyl)acetamide and N-((5S)-3-(3-hydroxy-4-(2-oxo-1,2,5,6-tetrahydropyrid-4-yl)phenyl)-2-oxooxazolidin-5-ylmethyl)acetamide are excluded. Starting materials: [Al+3], C1CCOC1, O=C(O)c1ccc(Cl)cc1O, [H-], [H-], [H-], [H-], [Li+]. Product: OCc1ccc(Cl)cc1O. Reaction SMILES: [Al+3:13].[CH2:18]1[O:19][CH2:20][CH2:21][CH2:22]1.[Cl:1][c:2]1[cH:3][c:4]([OH:11])[c:5]([C:6](=[O:7])[OH:8])[cH:9][cH:10]1.[H-:12].[H-:15].[H-:16].[H-:17].[Li+:14]>>[Cl:1][c:2]1[cH:3][c:4]([OH:11])[c:5]([CH2:6][OH:7])[cH:9][cH:10]1.